This data is from the Open Reaction Database (ORD), a public repository of structured organic reaction records. The task is: describe an organic reaction: reactants, conditions, products, and yield The reactants are B(OC(C)C)(OC(C)C)OC(C)C (tri-isopropyl borate), BrC1=NC=CC(=C1)C (2-bromo-4-methylpyridine), solution, C(C)[Mg]Br (ethylmagnesium bromide), O1CCCC1 (tetrahydrofuran). The solvent is C(C)OCC (diethyl ether). Run at time 3 hour. Yields the product CC1=CC(=NC=C1)B(O)O (4-methylpyridine-2-boronic acid). Reaction SMILES: Br[C:2]1[CH:7]=[C:6]([CH3:8])[CH:5]=[CH:4][N:3]=1.C([Mg]Br)C.O1CCCC1.[B:18](OC(C)C)([O:23]C(C)C)[O:19]C(C)C>C(OCC)C>[CH3:8][C:6]1[CH:5]=[CH:4][N:3]=[C:2]([B:18]([OH:23])[OH:19])[CH:7]=1. Reported procedure: To a stirred solution of 2-bromo-4-methylpyridine (0.5 g, 2.9 mmol) in diethyl ether (5 mL) was added a 1M solution of ethylmagnesium bromide in tetrahydrofuran (3.48 mL, 3.48 mmol) slowly at 0° C. over 10 minutes under a nitrogen atmosphere. The reaction mixture was slowly warmed to room temperature and stirred for 3 hours. To the above mixture was added tri-isopropyl borate (0.65 g, ˜0.8 mL, 3.48 mmol) dropwise at 0° C. The reaction mixture was slowly warmed to room temperature and stirred for... The reactants are S1C=C(C=C1)C(=O)N1CC(CCC1)C(=O)OCC (ethyl 1-(3-thiophenecarbonyl)-3-piperidinecarboxylate), S1C(=CC=C1)C=CC(=O)O (3-(2-thienyl)acrylic acid), N1CC(C(=O)OCC)CCC1 (ethyl nipecotate). Product: S1C(=CC=C1)C=CC(=O)N1CC(CCC1)C(=O)OCC (ethyl 1-(3-(2-thienyl)acrylyl)-3-piperidinecarboxylate). RXN SMILES: [S:1]1[CH:5]=[CH:4][C:3]([C:6]([N:8]2[CH2:13][CH2:12][CH2:11][CH:10]([C:14]([O:16][CH2:17][CH3:18])=[O:15])[CH2:9]2)=[O:7])=[CH:2]1.S1C=C[CH:21]=[C:20]1C=CC(O)=O.N1CCCC(C(OCC)=O)C1>>[S:1]1[CH:2]=[CH:21][CH:20]=[C:5]1[CH:4]=[CH:3][C:6]([N:8]1[CH2:13][CH2:12][CH2:11][CH:10]([C:14]([O:16][CH2:17][CH3:18])=[O:15])[CH2:9]1)=[O:7]. Procedure: The reaction was run in the same manner as ethyl 1-(3-thiophenecarbonyl)-3-piperidinecarboxylate, starting with 3-(2-thienyl)acrylic acid (2.6 g; 16.9 mmol) and ethyl nipecotate (2.62 ml; 16.9 mmol). The crude product was purified by chromatography on silica, eluting with 40 to 100% ethyl acetate in hexane as a step gradient, giving ethyl 1-(3-(2-thienyl)acrylyl)-3-piperidinecarboxylate (1.74 g) as an off-white solid. MS m/z (positive ion) 316 (M+Na+; 25), 294 (MH+; 100). The solvent is CO (methanol), O (water). Starting materials: ClC1=C(C(=O)OC(C)(C)C)C=CC(=C1C(OC)C=1OC=CC1)Cl (tert-butyl 2,4-dichloro-3-((2-furyl)(methoxymethyl))benzoate), [OH-].[Na+] (sodium hydroxide), [OH-].[Na+] (sodium hydroxide). Product: ClC1=C(C(=O)O)C=CC(=C1C(OC)C=1OC=CC1)Cl (2,4-Dichloro-3-((2-furyl)(methoxymethyl))benzoic acid). Reaction SMILES: [Cl:1][C:2]1[C:14]([CH:15]([C:18]2[O:19][CH:20]=[CH:21][CH:22]=2)[O:16][CH3:17])=[C:13]([Cl:23])[CH:12]=[CH:11][C:3]=1[C:4]([O:6]C(C)(C)C)=[O:5].[OH-].[Na+]>CO.O>[Cl:1][C:2]1[C:14]([CH:15]([C:18]2[O:19][CH:20]=[CH:21][CH:22]=2)[O:16][CH3:17])=[C:13]([Cl:23])[CH:12]=[CH:11][C:3]=1[C:4]([OH:6])=[O:5] |f:1.2|. Procedure: 2.3 g (6.4 mmol) of tert-butyl 2,4-dichloro-3-((2-furyl)(methoxymethyl))benzoate in 50 ml of methanol and 15 ml of water are heated under reflux with 0.7 g (16.1 mmol) of sodium hydroxide for 4 h. 5.0 ml of a 10% strength aqueous sodium hydroxide solution are added and the mixture is heated for a further 3 h. After the reaction mixture has been concentrated under reduced pressure, 50 ml of water are added and the reaction mixture is extracted with dichloromethane. The aqueous phase is acidified ... Reactants: C(Cl)(Cl)Cl (CHCl3), C(C)(=O)O[C@@H]1C(CO[C@@H]([C@H]1OC(C)=O)COC(C)=O)=NO (3,4,6-Tri-O-acetyl-1,5-anhydro-D-fructose oxime), O1CCOCC1 (dioxane), NH4OAc, TiCl3, C(Cl)(Cl)Cl (CHCl3). Run at time 3 hour. The product is C(C)(=O)O[C@@H]1C(CO[C@@H]([C@H]1OC(C)=O)COC(C)=O)=O (3,4,6-Tri-O-acetyl-1,5-anhydro-D-fructose). Reaction SMILES: [C:1]([O:4][C@H:5]1[C@H:10]([O:11][C:12](=[O:14])[CH3:13])[C@@H:9]([CH2:15][O:16][C:17](=[O:19])[CH3:18])[O:8][CH2:7][C:6]1=NO)(=[O:3])[CH3:2].C(Cl)(Cl)Cl.[O:26]1CCOCC1>>[C:1]([O:4][C@H:5]1[C@H:10]([O:11][C:12](=[O:14])[CH3:13])[C@@H:9]([CH2:15][O:16][C:17](=[O:19])[CH3:18])[O:8][CH2:7][C:6]1=[O:26])(=[O:3])[CH3:2]. Reported procedure: [litt=P. Jarglis, Thesis, Darmstadt-Eberstadt 1980] 3,4,6-Tri-O-acetyl-1,5-anhydro-D-fructose oxime (2) (5.00 g, 16.5 mmol) was dissolved in dioxane (100 mL) and NH4OAc (13.0 g, 169 mmol) was added. The mixture was cooled on ice, 15% TiCl3 (44 mL, 54 mmol) was added and the reaction mixture was stirred at rt for 3 h. The mixture was extracted with CHCl3 (5×30 mL) and the combined organic phase was washed with saturated aqueous NaHCO3 (70+50 mL). The combined aqueous phase was extracted with CHCl... Reactants: CCB(CC)CC, C=CCCO, CCO, Cl, O=C1OCCC1I, CC(C)(C#N)N=NC(C)(C)C#N, [Na+], O=C([O-])O, O, OP(O)P(O)O. Product: O=C1OCCC1CCCCO. Reaction SMILES: [CH2:13]([B:14]([CH2:15][CH3:16])[CH2:17][CH3:18])[CH3:19].[CH2:8]([CH2:9][CH:10]=[CH2:11])[OH:12].[CH3:20][CH2:21][OH:22].[ClH:46].[I:1][CH:2]1[C:3](=[O:7])[O:4][CH2:5][CH2:6]1.[N:34]([C:35]([CH3:36])([CH3:37])[C:38]#[N:39])=[N:40][C:41]([CH3:42])([CH3:43])[C:44]#[N:45].[Na+:27].[O-:23][C:24]([OH:25])=[O:26].[OH2:47].[P:28]([P:29]([OH:30])[OH:31])([OH:32])[OH:33]>>[CH:2]1([CH2:11][CH2:10][CH2:9][CH2:8][OH:12])[C:3](=[O:7])[O:4][CH2:5][CH2:6]1. The reactants are C(C)(C)(C)C=1N=C(SC1)C=1OC2=C(C1)C=C(C=C2)C(CN2C=C(C1=CC=CC=C21)C(=O)OCC2=CC=CC=C2)O (benzyl 1-{2-[2-(4-tert-butylthiazol-2-yl)benzofuran-5-yl]-2-hydroxyethyl}indole-3-carboxylate), [OH-].[Na+] (sodium hydroxide). The solvent is O1CCCC1 (tetrahydrofuran). The product is C(C)(C)(C)C=1N=C(SC1)C=1OC2=C(C1)C=C(C=C2)C(CN2C=C(C1=CC=CC=C21)C(=O)O)O (1-{2-[2-(4-tert-butylthiazol-2-yl)benzofuran-5-yl]-2-hydroxyethyl}indole-3-carboxylic acid). Yield: 85.4%. RXN SMILES: [C:1]([C:5]1[N:6]=[C:7]([C:10]2[O:11][C:12]3[CH:18]=[CH:17][C:16]([CH:19]([OH:40])[CH2:20][N:21]4[C:29]5[C:24](=[CH:25][CH:26]=[CH:27][CH:28]=5)[C:23]([C:30]([O:32]CC5C=CC=CC=5)=[O:31])=[CH:22]4)=[CH:15][C:13]=3[CH:14]=2)[S:8][CH:9]=1)([CH3:4])([CH3:3])[CH3:2].[OH-].[Na+]>O1CCCC1>[C:1]([C:5]1[N:6]=[C:7]([C:10]2[O:11][C:12]3[CH:18]=[CH:17][C:16]([CH:19]([OH:40])[CH2:20][N:21]4[C:29]5[C:24](=[CH:25][CH:26]=[CH:27][CH:28]=5)[C:23]([C:30]([OH:32])=[O:31])=[CH:22]4)=[CH:15][C:13]=3[CH:14]=2)[S:8][CH:9]=1)([CH3:4])([CH3:2])[CH3:3] |f:1.2|. Procedure details: A solution of benzyl 1-{2-[2-(4-tert-butylthiazol-2-yl)benzofuran-5-yl]-2-hydroxyethyl}indole-3-carboxylate (70 mg) and 1N sodium hydroxide (0.13 ml) in tetrahydrofuran (7 ml) was stirred at 50° C. for 1 day. After removal of solvent, the residue was dissolved into water and the solution was acidified with diluted hydrochloric acid. The resulting precipitates were collected by filtration and washed with water to give 1-{2-[2-(4-tert-butylthiazol-2-yl)benzofuran-5-yl]-2-hydroxyethyl}indole-3-carb...